From a dataset of the Open Reaction Database (ORD), a public repository of structured organic reaction records. describe an organic reaction: reactants, conditions, products, and yield Reactants: compound, NC1=CC=C(C=C1)C=1C=C2CN(CC2=CC1)C(C(=O)OC)C(C)C (Methyl 2-(5-(4-aminophenyl)isoindolin-2-yl)-3-methylbutanoate), FC(C1=C(C=CC=C1)N=C=O)(F)F (2-trifluoromethyl phenyl isocyanate). Product: CC(C(C(=O)OC)N1CC2=CC=C(C=C2C1)C1=CC=C(C=C1)NC(=O)NC1=C(C=CC=C1)C(F)(F)F)C (Methyl 3-methyl-2-(5-(4-(3-(2-(trifluoromethyl)phenyl)ureido)phenyl)isoindolin-2-yl)butanoate). The yield is 34.0%. As a reaction SMILES: [NH2:1][C:2]1[CH:7]=[CH:6][C:5]([C:8]2[CH:9]=[C:10]3[C:14](=[CH:15][CH:16]=2)[CH2:13][N:12]([CH:17]([CH:22]([CH3:24])[CH3:23])[C:18]([O:20][CH3:21])=[O:19])[CH2:11]3)=[CH:4][CH:3]=1.[F:25][C:26]([F:37])([F:36])[C:27]1[CH:32]=[CH:31][CH:30]=[CH:29][C:28]=1[N:33]=[C:34]=[O:35]>>[CH3:23][CH:22]([CH3:24])[CH:17]([N:12]1[CH2:11][C:10]2[C:14](=[CH:15][CH:16]=[C:8]([C:5]3[CH:4]=[CH:3][C:2]([NH:1][C:34]([NH:33][C:28]4[CH:29]=[CH:30][CH:31]=[CH:32][C:27]=4[C:26]([F:25])([F:36])[F:37])=[O:35])=[CH:7][CH:6]=3)[CH:9]=2)[CH2:13]1)[C:18]([O:20][CH3:21])=[O:19]. Reported procedure: The compound of example 678 was prepared analogous to the compound of example 7 by reaction of compound of example 673 with 2-trifluoromethyl phenyl isocyanate. Starting materials: Oc1ccc2ccccc2c1Br, O=C([O-])[O-], CCO, Cc1ccccc1, OB(O)c1ccccc1F, [K+], [K+], CC(=O)[O-], CC(=O)[O-], [Pd+2], Cc1ccccc1P(c1ccccc1C)c1ccccc1C. Yields the product Oc1ccc2ccccc2c1-c1ccccc1F. RXN SMILES: [Br:11][c:12]1[c:13]([OH:22])[cH:14][cH:15][c:16]2[cH:17][cH:18][cH:19][cH:20][c:21]12.[C:45](=[O:46])([O-:47])[O-:48].[CH3:60][CH2:61][OH:62].[CH3:63][c:64]1[cH:65][cH:66][cH:67][cH:68][cH:69]1.[F:1][c:2]1[c:3]([B:8]([OH:9])[OH:10])[cH:4][cH:5][cH:6][cH:7]1.[K+:49].[K+:50].[O-:52][C:53]([CH3:54])=[O:55].[O-:56][C:57]([CH3:58])=[O:59].[Pd+2:51].[c:23]1([CH3:24])[cH:25][cH:26][cH:27][cH:28][c:29]1[P:30]([c:31]1[cH:32][cH:33][cH:34][cH:35][c:36]1[CH3:37])[c:38]1[cH:39][cH:40][cH:41][cH:42][c:43]1[CH3:44]>>[F:1][c:2]1[c:3](-[c:12]2[c:13]([OH:22])[cH:14][cH:15][c:16]3[cH:17][cH:18][cH:19][cH:20][c:21]23)[cH:4][cH:5][cH:6][cH:7]1. Starting materials: C(C)(=O)OCC1=C(C=C(C=C1N1C(C2=C(CC1)C1=C(S2)CCCC1)=O)F)B1OC(C(O1)(C)C)(C)C (2-(4,4,5,5-Tetramethyl-[1,3,2]dioxaborolan-2-yl)-4-fluoro-6-(1-oxo-3,4,5,6,7,8-hexahydrobenzothieno[2,3-c]pyridin-2(1H)-yl)benzyl Acetate), IC1=NC(=C2N=CN(C2=N1)COCC[Si](C)(C)C)NC1=CC=C(C=C1)N1CCN(CC1)C1COC1 (2-Iodo-N-(4-(4-(oxetan-3-yl)piperazin-1-yl)phenyl)-9-((2-(trimethylsilyl)ethoxy)methyl)-9H-purin-6-amine), [O-]P(=O)([O-])[O-].[K+].[K+].[K+] (K3PO4), C(C)(=O)[O-].[Na+] (sodium acetate). The reagents and catalysts are C1=CC=C(C=C1)P([C-]2C=CC=C2)C3=CC=CC=C3.C1=CC=C(C=C1)P([C-]2C=CC=C2)C3=CC=CC=C3.Cl[Pd]Cl.[Fe+2] (Pd(dppf)Cl2). Solvent: C(C)#N (acetonitrile), O (water). Conditions: temperature 100 celsius. Product: C(C)(=O)OCC1=C(C=C(C=C1N1CCC=2C=3CCCCC3SC2C1=O)F)C1=NC(=C2N=CN(C2=N1)COCC[Si](C)(C)C)NC1=CC=C(C=C1)N1CCN(CC1)C1COC1 ({4-Fluoro-2-[6-({4-[4-(oxetan-3-yl)piperazin-1-yl]phenyl}amino)-9-{[2-(trimethylsilyl)ethoxy]methyl}purin-2-yl]-6-{6-oxo-8-thia-5-azatricyclo[7.4.0.02,7]trideca-1(9),2(7)-dien-5-yl}phenyl}methyl Acetate). Yield: 60.0%. Reaction SMILES: [C:1]([O:4][CH2:5][C:6]1[C:11]([N:12]2[CH2:17][CH2:16][C:15]3[C:18]4[CH2:24][CH2:23][CH2:22][CH2:21][C:19]=4[S:20][C:14]=3[C:13]2=[O:25])=[CH:10][C:9]([F:26])=[CH:8][C:7]=1B1OC(C)(C)C(C)(C)O1)(=[O:3])[CH3:2].I[C:37]1[N:45]=[C:44]2[C:40]([N:41]=[CH:42][N:43]2[CH2:46][O:47][CH2:48][CH2:49][Si:50]([CH3:53])([CH3:52])[CH3:51])=[C:39]([NH:54][C:55]2[CH:60]=[CH:59][C:58]([N:61]3[CH2:66][CH2:65][N:64]([CH:67]4[CH2:70][O:69][CH2:68]4)[CH2:63][CH2:62]3)=[CH:57][CH:56]=2)[N:38]=1.[O-]P([O-])([O-])=O.[K+].[K+].[K+].C([O-])(=O)C.[Na+]>C1C=CC(P(C2C=CC=CC=2)[C-]2C=CC=C2)=CC=1.C1C=CC(P(C2C=CC=CC=2)[C-]2C=CC=C2)=CC=1.Cl[Pd]Cl.[Fe+2].C(#N)C.O>[C:1]([O:4][CH2:5][C:6]1[C:11]([N:12]2[C:13](=[O:25])[C:14]3[S:20][C:19]4[CH2:21][CH2:22][CH2:23][CH2:24][C:18]=4[C:15]=3[CH2:16][CH2:17]2)=[CH:10][C:9]([F:26])=[CH:8][C:7]=1[C:37]1[N:45]=[C:44]2[C:40]([N:41]=[CH:42][N:43]2[CH2:46][O:47][CH2:48][CH2:49][Si:50]([CH3:51])([CH3:52])[CH3:53])=[C:39]([NH:54][C:55]2[CH:56]=[CH:57][C:58]([N:61]3[CH2:66][CH2:65][N:64]([CH:67]4[CH2:68][O:69][CH2:70]4)[CH2:63][CH2:62]3)=[CH:59][CH:60]=2)[N:38]=1)(=[O:3])[CH3:2] |f:2.3.4.5,6.7,8.9.10.11|. Reported procedure: A 50-mL single-neck round-bottomed flask equipped with a magnetic stirrer and a reflux condenser was charged with (4-fluoro-2-{6-oxo-8-thia-5-azatricyclo[7.4.0.02,7]trideca-1(9),2(7)-dien-5-yl}-6-(4,4,5,5-tetramethyl-1,3,2-dioxaborolan-2-yl)phenyl)methyl acetate 103g (288 mg, 0.60 mmol), 2-iodo-N-(4-(4-(oxetan-3-yl)piperazin-1-yl)phenyl)-9-((2-(trimethylsilyl)ethoxy)methyl)-9H-purin-6-amine 117f (364 mg, 0.60 mmol), Pd(dppf)Cl2 (49 mg, 0.060 mmol), K3PO4 (254 mg, 1.20 mmol), sodium acetate (98 m... The reactants are BrC1=C(C=CC(=C1)CC)O (2-bromo-4-ethyl-phenol), BrCC1CC1 (bromomethyl-cyclopropane). RXN SMILES: [Br:1][C:2]1[CH:7]=[C:6]([CH2:8][CH3:9])[CH:5]=[CH:4][C:3]=1[OH:10].Br[CH2:12][CH:13]1[CH2:15][CH2:14]1>>[Br:1][C:2]1[CH:7]=[C:6]([CH2:8][CH3:9])[CH:5]=[CH:4][C:3]=1[O:10][CH2:12][CH:13]1[CH2:15][CH2:14]1. Reported procedure: Starting from 2-bromo-4-ethyl-phenol (example B.a5) and commercially available bromomethyl-cyclopropane the title compound is obtained as colorless oil after distillation at 10 mbar. Yields the product BrC1=C(C=CC(=C1)CC)OCC1CC1 (1-Bromo-2-cyclopropylmethoxy-5-ethyl-benzene).